From a dataset of the Open Reaction Database (ORD), a public repository of structured organic reaction records. describe an organic reaction: reactants, conditions, products, and yield Starting materials: step-iii, FC=1C=C(CN2N=C(C(=C2C)C2=CN(C3=NC=C(C=C32)C3=CC(=C(C=C3)N3CCN(CC3)C(=O)OC(C)(C)C)OC)S(=O)(=O)C3=CC=C(C)C=C3)C)C=CC1 (tert-butyl 4-(4-(3-(1-(3-fluorobenzyl)-3,5-dimethyl-1H-pyrazol-4-yl)-1-tosyl-1H-pyrrolo[2,3-b]pyridin-5-yl)-2-methoxy phenyl)piperazine-1-carboxylate), [OH-].[Li+] (lithium hydroxide). Solvent: C1CCOC1.CO.O (THF Methanol water). Yields the product FC=1C=C(CN2N=C(C(=C2C)C2=CNC3=NC=C(C=C32)C3=CC(=C(C=C3)N3CCN(CC3)C(=O)OC(C)(C)C)OC)C)C=CC1 (tert-butyl 4-(4-(3-(1-(3-fluorobenzyl)-3,5-dimethyl-1H-pyrazol-4-yl)-1H-pyrrolo[2,3-b]pyridin-5-yl)-2-methoxyphenyl)piperazine-1-carboxylate). The yield is 63.7%. As a reaction SMILES: [F:1][C:2]1[CH:3]=[C:4]([CH:53]=[CH:54][CH:55]=1)[CH2:5][N:6]1[C:10]([CH3:11])=[C:9]([C:12]2[C:20]3[C:15](=[N:16][CH:17]=[C:18]([C:21]4[CH:26]=[CH:25][C:24]([N:27]5[CH2:32][CH2:31][N:30]([C:33]([O:35][C:36]([CH3:39])([CH3:38])[CH3:37])=[O:34])[CH2:29][CH2:28]5)=[C:23]([O:40][CH3:41])[CH:22]=4)[CH:19]=3)[N:14](S(C3C=CC(C)=CC=3)(=O)=O)[CH:13]=2)[C:8]([CH3:52])=[N:7]1.[OH-].[Li+]>C1COCC1.CO.O>[F:1][C:2]1[CH:3]=[C:4]([CH:53]=[CH:54][CH:55]=1)[CH2:5][N:6]1[C:10]([CH3:11])=[C:9]([C:12]2[C:20]3[C:15](=[N:16][CH:17]=[C:18]([C:21]4[CH:26]=[CH:25][C:24]([N:27]5[CH2:32][CH2:31][N:30]([C:33]([O:35][C:36]([CH3:38])([CH3:39])[CH3:37])=[O:34])[CH2:29][CH2:28]5)=[C:23]([O:40][CH3:41])[CH:22]=4)[CH:19]=3)[NH:14][CH:13]=2)[C:8]([CH3:52])=[N:7]1 |f:1.2,3.4.5|. Reported procedure: Using similar reaction conditions as described in step-iii of example-1, tert-butyl 4-(4-(3-(1-(3-fluorobenzyl)-3,5-dimethyl-1H-pyrazol-4-yl)-1-tosyl-1H-pyrrolo[2,3-b]pyridin-5-yl)-2-methoxy phenyl)piperazine-1-carboxylate (140 mg, 0.18 mmol) was hydrolyzed by lithium hydroxide (23 mg, 0.554 mmol), THF/Methanol/water (5/5/2 ml) to afford 70 mg of the titled compound. MS: m/z=610.9 (M+1). The reactants are C(C)(C)(C)OC(N(C)C(C(=O)NC1=NC(=C(C=C1)Br)C#CC1=CC=CC=C1)C)=O (tert-butyl-N-[1-[[5-bromo-6-(2-phenylethynyl)pyridin-2-yl]amino]-1-oxopropan-2-yl]-N-methylcarbamate), C(C1=CC=CC=C1)B1C2CCCC1CCC2 (9-benzyl-9-borabicyclo[3.3.1]-nonane). Reagents/catalysts: C1(=CC=CC=C1)P([C-]1C=CC=C1)C1=CC=CC=C1.[C-]1(C=CC=C1)P(C1=CC=CC=C1)C1=CC=CC=C1.[Fe+2] (1,1′-Bis(diphenylphosphino)-ferrocene), Cl[Pd]Cl (dichloropalladium(II)). The solvent is O1CCOCC1 (dioxane). Reaction conditions: temperature 70 celsius, time 45 minute. The product is C(C)(C)(C)OC(N(C)C(C(=O)NC1=NC(=C(C=C1)CC1=CC=CC=C1)C#CC1=CC=CC=C1)C)=O (tert-butyl-N-[1-[[5-benzyl-6-(2-phenylethynyl)pyridin-2-yl]amino]-1-oxopropan-2-yl]-N-methylcarbamate). As a reaction SMILES: [C:1]([O:5][C:6](=[O:29])[N:7]([CH:9]([CH3:28])[C:10]([NH:12][C:13]1[CH:18]=[CH:17][C:16](Br)=[C:15]([C:20]#[C:21][C:22]2[CH:27]=[CH:26][CH:25]=[CH:24][CH:23]=2)[N:14]=1)=[O:11])[CH3:8])([CH3:4])([CH3:3])[CH3:2].[CH2:30](B1C2CCCC1CCC2)[C:31]1[CH:36]=[CH:35][CH:34]=[CH:33][CH:32]=1>C1(P(C2C=CC=CC=2)[C-]2C=CC=C2)C=CC=CC=1.[C-]1(P(C2C=CC=CC=2)C2C=CC=CC=2)C=CC=C1.[Fe+2].Cl[Pd]Cl.O1CCOCC1>[C:1]([O:5][C:6](=[O:29])[N:7]([CH:9]([CH3:28])[C:10]([NH:12][C:13]1[CH:18]=[CH:17][C:16]([CH2:30][C:31]2[CH:36]=[CH:35][CH:34]=[CH:33][CH:32]=2)=[C:15]([C:20]#[C:21][C:22]2[CH:27]=[CH:26][CH:25]=[CH:24][CH:23]=2)[N:14]=1)=[O:11])[CH3:8])([CH3:4])([CH3:3])[CH3:2] |f:2.3.4|. Procedure: A mixture of tert-butyl-N-[1-[[5-bromo-6-(2-phenylethynyl)pyridin-2-yl]amino]-1-oxopropan-2-yl]-N-methylcarbamate C2a (50 mg, 0.11 mmol), 9-benzyl-9-borabicyclo[3.3.1]-nonane (283 μl, 0.14 mmol) Cs2CO3 (71 mg, 0.22 mmol), 1,1′-Bis(diphenylphosphino)-ferrocene]dichloropalladium(II) (8.0 mg, 0.01 mmol) and dioxane (0.6 ml) is stirred under argon atmosphere for 45 minutes at 70° C. The mixture is concentrated in vacuo and the product purified by RP HPLC. Yield: 26 mg (51%). HPLC-MS: M+H=470; tR=1.9... Reactants: CCOC(=O)c1c(C)nc(-c2ccccc2)nc1-c1ccc([N+](=O)[O-])cc1, CCO, [Na+], [OH-], O. RXN SMILES: [CH3:1][c:2]1[c:3]([C:23](=[O:24])[O:25][CH2:26][CH3:27])[c:4](-[c:14]2[cH:15][cH:16][c:17]([N+:20](=[O:21])[O-:22])[cH:18][cH:19]2)[n:5][c:6](-[c:8]2[cH:9][cH:10][cH:11][cH:12][cH:13]2)[n:7]1.[CH3:30][CH2:31][OH:32].[Na+:29].[OH-:28].[OH2:33]>>[CH3:1][c:2]1[c:3]([C:23](=[O:24])[OH:25])[c:4](-[c:14]2[cH:15][cH:16][c:17]([N+:20](=[O:21])[O-:22])[cH:18][cH:19]2)[n:5][c:6](-[c:8]2[cH:9][cH:10][cH:11][cH:12][cH:13]2)[n:7]1. Product: Cc1nc(-c2ccccc2)nc(-c2ccc([N+](=O)[O-])cc2)c1C(=O)O. Starting materials: ClC1=C(C(=S)OC2CCCCC2)C=CC(=C1)N=C=O (cyclohexyl 2-chloro-4-isocyanatothiobenzoate), CNC (dimethylamine). Run in C1(=CC=CC=C1)C (toluene). Reaction conditions: time 8 hour. Yields the product ClC=1C=C(C=CC1C(=O)SC1CCCCC1)NC(=O)N(C)C (N-(3-chloro-4-cyclohexylmercaptocarbonylphenyl)-N',N'-dimethylurea). As a reaction SMILES: [Cl:1][C:2]1[CH:16]=[C:15]([N:17]=[C:18]=[O:19])[CH:14]=[CH:13][C:3]=1[C:4]([O:6]C1CCCCC1)=[S:5].[CH3:20][NH:21][CH3:22]>C1(C)C=CC=CC=1>[Cl:1][C:2]1[CH:16]=[C:15]([NH:17][C:18]([N:21]([CH3:22])[CH3:20])=[O:19])[CH:14]=[CH:13][C:3]=1[C:4]([S:6][CH:2]1[CH2:16][CH2:15][CH2:14][CH2:13][CH2:3]1)=[O:5]. Procedure: 20 g of cyclohexyl 2-chloro-4-isocyanatothiobenzoate in 80 ml of toluene were added dropwise to excess aqueous dimethylamine solution at room temperature. The mixture was kept at room temperature, stirred overnight and then filtered under suction. 16.3 g of N-(3-chloro-4-cyclohexylmercaptocarbonylphenyl)-N',N'-dimethylurea (compound no. 35) were obtained. Starting materials: C[Si](C)(C)C#C (trimethylsilylacetylene), C[Si](N[Si](C)(C)C)(C)C.[Li] (lithium hexamethyldisilazane), [C-]#[C-].[Li+].[Li+] (lithium acetylide), C(C1=CC=CC=C1)=O (benzaldehyde). Solvent: O1CCCC1 (tetrahydrofuran). Product: C[Si](C)(C)C#CC(O)C1=CC=CC=C1 (α-[(trimethylsilyl)-ethynyl]-benzenemethanol). As a reaction SMILES: [CH3:1][Si:2]([C:5]#[CH:6])([CH3:4])[CH3:3].C[Si](C)(C)N[Si](C)(C)C.[Li].[C-]#[C-].[Li+].[Li+].[CH:21](=[O:28])[C:22]1[CH:27]=[CH:26][CH:25]=[CH:24][CH:23]=1>O1CCCC1>[CH3:1][Si:2]([C:5]#[C:6][CH:21]([C:22]1[CH:27]=[CH:26][CH:25]=[CH:24][CH:23]=1)[OH:28])([CH3:4])[CH3:3] |f:1.2,3.4.5,^1:15|. Procedure: In step a, trimethylsilylacetylene (1) can first be reacted with a non-nucleophilic base, such as lithium hexamethyldisilazane, in a suitable aprotic solvent, such as tetrahydrofuran. The resulting lithium acetylide can then be reacted with the appropriate benzaldehyde compound of structure 2 to give the corresponding α-[(trimethylsilyl)-ethynyl]-benzenemethanol compound of structure 3. Starting materials: ClC1=C(C=C(C=C1)Cl)/C=C/C(=O)C=1C=CC(N(C1)C)=O ((E)-5-(3-(2,5-dichlorophenyl)acryloyl)-1-methylpyridin-2(1H)-one), CS(=O)(=O)C1=CC=C(C=C1)B(O)O (4-(methylsulfonyl)phenylboronic acid), C(O)([O-])=O.[Na+] (sodium hydrogencarbonate). Reagents/catalysts: C1/C=C\CC/C=C\C1.C1/C=C\CC/C=C\C1.[Cl-].[Cl-].[Rh].[Rh] (chloro(1,5-cyclooctadiene)rhodium(I) dimer). Run in O1CCOCC1 (1,4-dioxane), O (water). Procedure details: In analogy to example 203, step 1, (E)-5-(3-(2,5-dichlorophenyl)acryloyl)-1-methylpyridin-2(1H)-one was reacted with 4-(methylsulfonyl)phenylboronic acid in the presence of chloro(1,5-cyclooctadiene)rhodium(I) dimer and sodium hydrogencarbonate in 1,4-dioxane and water at 60° C. to give the title compound as a colourless solid, MS (ESI+): m/z=464.1 [M+H]+. The product is ClC1=C(C=C(C=C1)Cl)C(CC(=O)C=1C=CC(N(C1)C)=O)C1=CC=C(C=C1)S(=O)(=O)C (5-(3-(2,5-Dichlorophenyl)-3-(4-(methylsulfonyl)phenyl)propanoyl)-1-methylpyridin-2(1H)-one). Reaction SMILES: [Cl:1][C:2]1[CH:7]=[CH:6][C:5]([Cl:8])=[CH:4][C:3]=1/[CH:9]=[CH:10]/[C:11]([C:13]1[CH:14]=[CH:15][C:16](=[O:20])[N:17]([CH3:19])[CH:18]=1)=[O:12].[CH3:21][S:22]([C:25]1[CH:30]=[CH:29][C:28](B(O)O)=[CH:27][CH:26]=1)(=[O:24])=[O:23].C(=O)([O-])O.[Na+]>O1CCOCC1.O.C1CC=CCCC=C1.C1CC=CCCC=C1.[Cl-].[Cl-].[Rh].[Rh]>[Cl:1][C:2]1[CH:7]=[CH:6][C:5]([Cl:8])=[CH:4][C:3]=1[CH:9]([C:28]1[CH:29]=[CH:30][C:25]([S:22]([CH3:21])(=[O:24])=[O:23])=[CH:26][CH:27]=1)[CH2:10][C:11]([C:13]1[CH:14]=[CH:15][C:16](=[O:20])[N:17]([CH3:19])[CH:18]=1)=[O:12] |f:2.3,6.7.8.9.10.11|. Procedure: 5.75 g (24 mmoles) of 5-benzyl-benzimidazoline-2-thione, a solution of 1 g of sodium hydroxide and 8 ml of water, 2 ml (30 mmoles) of 2-chloroethanol and 30 ml of ethanol are refluxed for an hour. The reaction mixture is evaporated and extracted with water and dichloromethane, then the aqueous phase is extracted with dichloromethane. The residue of the combined organic phases is solidified under ether. After filtration and crystallization from ethyl acetate 4.63 g (68.1%) of title product are ob... The product is C(C1=CC=CC=C1)C1=CC2=C(N=C(N2)SCCO)C=C1 (5-Benzyl-2-(2-hydroxyethylthio)-benzimidazole). The reactants are C(C1=CC=CC=C1)C1=CC2=C(NC(N2)=S)C=C1 (5-benzyl-benzimidazoline-2-thione), [OH-].[Na+] (sodium hydroxide), O (water), ClCCO (2-chloroethanol). As a reaction SMILES: [CH2:1]([C:8]1[CH:17]=[CH:16][C:11]2[NH:12][C:13](=[S:15])[NH:14][C:10]=2[CH:9]=1)[C:2]1[CH:7]=[CH:6][CH:5]=[CH:4][CH:3]=1.[OH-].[Na+].O.Cl[CH2:22][CH2:23][OH:24]>C(O)C>[CH2:1]([C:8]1[CH:17]=[CH:16][C:11]2[N:12]=[C:13]([S:15][CH2:22][CH2:23][OH:24])[NH:14][C:10]=2[CH:9]=1)[C:2]1[CH:3]=[CH:4][CH:5]=[CH:6][CH:7]=1 |f:1.2|. Run in C(C)O (ethanol). Starting materials: CO, COC(=O)c1ccc(OC(C)C)c(Cl)c1, [Na+], [OH-]. Product: CC(C)Oc1ccc(C(=O)O)cc1Cl. Reaction SMILES: [CH3:18][OH:19].[Cl:1][c:2]1[cH:3][c:4]([C:5](=[O:6])[O:7][CH3:8])[cH:9][cH:10][c:11]1[O:12][CH:13]([CH3:14])[CH3:15].[Na+:17].[OH-:16]>>[Cl:1][c:2]1[cH:3][c:4]([C:5](=[O:6])[OH:7])[cH:9][cH:10][c:11]1[O:12][CH:13]([CH3:14])[CH3:15].